Task: describe an organic reaction: reactants, conditions, products, and yield. Dataset: the Open Reaction Database (ORD), a public repository of structured organic reaction records Starting materials: CC#N, CC(C)I, [K+], [K+], O=C([O-])[O-], COC(=O)c1cc[nH]c(=O)c1, CN(C)C=O. Product: COC(=O)c1ccn(C(C)C)c(=O)c1. Reaction SMILES: [CH3:27][C:28]#[N:29].[I:18][CH:19]([CH3:20])[CH3:21].[K+:12].[K+:13].[O-:14][C:15]([O-:16])=[O:17].[O:1]=[c:2]1[nH:3][cH:4][cH:5][c:6]([C:8](=[O:9])[O:10][CH3:11])[cH:7]1.[O:22]=[CH:23][N:24]([CH3:25])[CH3:26]>>[O:1]=[c:2]1[n:3]([CH:19]([CH3:20])[CH3:21])[cH:4][cH:5][c:6]([C:8](=[O:9])[O:10][CH3:11])[cH:7]1. As a reaction SMILES: [OH:1][C:2]1[CH:7]=[CH:6][C:5](B(O)O)=[CH:4][CH:3]=1.C(=O)([O-])[O-].[Na+].[Na+].[C:17]([NH:25][C:26]1[CH:38]=[C:37](Br)[CH:36]=[CH:35][C:27]=1[C:28]([O:30][C:31]([CH3:34])([CH3:33])[CH3:32])=[O:29])(=[O:24])[C:18]1[CH:23]=[CH:22][CH:21]=[CH:20][CH:19]=1>CN(C)C(=O)C>[C:17]([NH:25][C:26]1[CH:38]=[C:37]([C:5]2[CH:6]=[CH:7][C:2]([OH:1])=[CH:3][CH:4]=2)[CH:36]=[CH:35][C:27]=1[C:28]([O:30][C:31]([CH3:33])([CH3:34])[CH3:32])=[O:29])(=[O:24])[C:18]1[CH:19]=[CH:20][CH:21]=[CH:22][CH:23]=1 |f:1.2.3|. Reported procedure: 39 mg of 4-hydroxyphenylboronic acid, 49 mg of sodium carbonate and 6 mg of polymer supported bis(acetato)triphenylphosphine palladium(II) were added to 2.5 mL of N,N-dimethylacetamide solution containing 70 mg of tert-butyl 2-(benzamido)-4-bromobenzoate, and stirred at 110° C. for 20 hours. After the reaction mixture was cooled to room temperature, 6 mg of polymer supported bis(acetato)triphenylphosphine palladium(II) was added and stirred at 110° C. for 22 hours. After the reaction mixture was... Run at temperature 110 celsius, time 20 hour. Product: C(C1=CC=CC=C1)(=O)NC1=C(C(=O)OC(C)(C)C)C=CC(=C1)C1=CC=C(C=C1)O (tert-butyl 2-(benzamido)-4-(4-hydroxyphenyl)benzoate). Starting materials: OC1=CC=C(C=C1)B(O)O (4-hydroxyphenylboronic acid), C(C1=CC=CC=C1)(=O)NC1=C(C(=O)OC(C)(C)C)C=CC(=C1)Br (tert-butyl 2-(benzamido)-4-bromobenzoate), bis(acetato)triphenylphosphine palladium(II), bis(acetato)triphenylphosphine palladium(II), C([O-])([O-])=O.[Na+].[Na+] (sodium carbonate), polymer, polymer. The solvent is CN(C(C)=O)C (N,N-dimethylacetamide). The reactants are BrC1=C(C=C2C=CN(C2=C1)C(=O)OC(C)(C)C)F (tert-butyl 6-bromo-5-fluoro-1H-indole-1-carboxylate), [Zn](CC)CC (Et2Zn), CCCCCCC (heptane), C([O-])(O)=O.[Na+] (sodium bicarbonate). Run in O1CCOCC1 (dioxane), O (water). Reaction conditions: temperature 90 celsius, time 30 minute. The product is C(C)C1=C(C=C2C=CN(C2=C1)C(=O)OC(C)(C)C)F (tert-butyl 6-ethyl-5-fluoro-1H-indole-1-carboxylate). Reaction SMILES: Br[C:2]1[CH:10]=[C:9]2[C:5]([CH:6]=[CH:7][N:8]2[C:11]([O:13][C:14]([CH3:17])([CH3:16])[CH3:15])=[O:12])=[CH:4][C:3]=1[F:18].[Zn](CC)[CH2:20][CH3:21].CCCCCCC.C(=O)(O)[O-].[Na+]>O1CCOCC1.O>[CH2:20]([C:2]1[CH:10]=[C:9]2[C:5]([CH:6]=[CH:7][N:8]2[C:11]([O:13][C:14]([CH3:17])([CH3:16])[CH3:15])=[O:12])=[CH:4][C:3]=1[F:18])[CH3:21] |f:3.4|. Reported procedure: To a solution of tert-butyl 6-bromo-5-fluoro-1H-indole-1-carboxylate (1.57 g, 5.0 mmol) in dioxane (10 mL) was added a solution of Et2Zn in heptane (3.5 mL, 1.0M, 3.5 mmol) at room temperature. The mixture was kept stirring for 30 min at 90° C. and then cooled down to 0° C., into which saturated sodium bicarbonate was added dropwise. The mixture was then treated with water and extracted with CH2Cl2. The organic layer was dried over Na2SO4 and evaporated. The resulting oil was passed through a si... Starting materials: FC1=C(C(=CC=C1OC)N)NC (3-fluoro-4-methoxy-N2-methylbenzene-1,2-diamine), C1CCOC1 (THF), C1=CN(C=N1)C(=O)N2C=CN=C2 (CDI). Product: FC1=C(C=CC2=C1N(C(N2)=O)C)OC (7-fluoro-6-methoxy-1-methyl-1,3-dihydro-2H-benzimidazol-2-one). Reaction SMILES: [F:1][C:2]1[C:7]([O:8][CH3:9])=[CH:6][CH:5]=C(N)C=1NC.C1N=CN([C:18]([N:20]2[CH:24]=[N:23][CH:22]=[CH:21]2)=O)C=1.C1C[O:28]CC1>>[F:1][C:2]1[C:21]2[N:20]([CH3:18])[C:24](=[O:28])[NH:23][C:22]=2[CH:5]=[CH:6][C:7]=1[O:8][CH3:9]. Procedure details: 3-fluoro-4-methoxy-N2-methylbenzene-1,2-diamine (7-3, 1.09 g, 6.40 mmol) was dissolved in anhydrous THF (15 ml) and treated with CDI (1.25 g, 7.69 mmol, 1.2 eq). The resulting orange solution was stirred at reflux for 6 h, then cooled to 23 deg C. The remaining dark reaction mixture was partitioned between EtOAc (2×40 ml) and water (45 ml). The combined organic layers were dried over Na2SO4 and concentrated. The crude mixture was purified via flash column chromatography (SiO2: 100% Hex to 50:50 ...